This data is from the Open Reaction Database (ORD), a public repository of structured organic reaction records. The task is: describe an organic reaction: reactants, conditions, products, and yield The reactants are COc1ccc(Br)cc1O, O=C([O-])[O-], O=C1CCCCC1Cl, [K+], [K+], CN(C)C=O, O. The product is COc1ccc(Br)cc1OC1CCCCC1=O. RXN SMILES: [Br:1][c:2]1[cH:3][cH:4][c:5]([O:9][CH3:10])[c:6]([OH:8])[cH:7]1.[C:19](=[O:20])([O-:21])[O-:22].[Cl:11][CH:12]1[C:13](=[O:18])[CH2:14][CH2:15][CH2:16][CH2:17]1.[K+:23].[K+:24].[O:25]=[CH:26][N:27]([CH3:28])[CH3:29].[OH2:30]>>[Br:1][c:2]1[cH:3][cH:4][c:5]([O:9][CH3:10])[c:6]([O:8][CH:12]2[C:13](=[O:18])[CH2:14][CH2:15][CH2:16][CH2:17]2)[cH:7]1. Yields the product Cl.C1(=CC=CC=C1)N(C(=O)C1=CC2=C(N(C(=N2)CCC2=CC=C(C=C2)C(N)=N)C)C=C1)CCC(=O)OCC (1-Methyl-2-[2-(4-amidinophenyl)ethyl]benzimidazol-5-yl-carboxylic acid-N-phenyl-N-(2-ethoxycarbonylethyl)amide hydrochloride). Procedure details: Prepared analogously to Example 25d from 1-methyl-2-[2-(4-cyanophenyl)ethyl]benzimidazol-5-yl-carboxylic acid-N-phenyl-N-(2-ethoxycarbonylethyl)amide and ethanolic hydrochloric acid, ethanol, and ammonium carbonate. Yield: 86% of theory, C29H31N5O3 (497.6); Rf value: 0.11 (silica gel; dichloromethane/ethanol=4:1); EKA mass spectrum: (M+H)+=498; (M+2H)++=249.8. The reactants are C1(=CC=CC=C1)N(C(=O)C1=CC2=C(N(C(=N2)CCC2=CC=C(C=C2)C#N)C)C=C1)CCC(=O)OCC (1-methyl-2-[2-(4-cyanophenyl)ethyl]benzimidazol-5-yl-carboxylic acid-N-phenyl-N-(2-ethoxycarbonylethyl)amide), Cl (hydrochloric acid), C(C)O (ethanol), C([O-])([O-])=O.[NH4+].[NH4+] (ammonium carbonate), C29H31N5O3. Reaction SMILES: [C:1]1([N:7]([CH2:30][CH2:31][C:32]([O:34][CH2:35][CH3:36])=[O:33])[C:8]([C:10]2[CH:29]=[CH:28][C:13]3[N:14]([CH3:27])[C:15]([CH2:17][CH2:18][C:19]4[CH:24]=[CH:23][C:22]([C:25]#[N:26])=[CH:21][CH:20]=4)=[N:16][C:12]=3[CH:11]=2)=[O:9])[CH:6]=[CH:5][CH:4]=[CH:3][CH:2]=1.[ClH:37].C(O)C.C(=O)([O-])[O-].[NH4+:45].[NH4+]>ClCCl.C(O)C>[ClH:37].[C:1]1([N:7]([CH2:30][CH2:31][C:32]([O:34][CH2:35][CH3:36])=[O:33])[C:8]([C:10]2[CH:29]=[CH:28][C:13]3[N:14]([CH3:27])[C:15]([CH2:17][CH2:18][C:19]4[CH:24]=[CH:23][C:22]([C:25](=[NH:45])[NH2:26])=[CH:21][CH:20]=4)=[N:16][C:12]=3[CH:11]=2)=[O:9])[CH:6]=[CH:5][CH:4]=[CH:3][CH:2]=1 |f:3.4.5,6.7,8.9|. Isolated yield 86.0%. The solvent is ClCCl.C(C)O (dichloromethane ethanol).